This data is from the Open Reaction Database (ORD), a public repository of structured organic reaction records. The task is: describe an organic reaction: reactants, conditions, products, and yield RXN SMILES: [C:13]12([CH:23]=[O:24])[CH2:14][CH:15]3[CH2:16][CH:17]([CH2:18][CH:19]([CH2:20]1)[CH2:21]3)[CH2:22]2.[CH3:25][CH2:26][OH:27].[CH3:9][C:10](=[O:11])[O-:12].[NH4+:8].[OH:1][C:2](=[O:3])[CH2:4][C:5](=[O:6])[OH:7]>>[OH:1][C:2](=[O:3])[CH2:4][CH:5]([NH2:8])[C:13]12[CH2:14][CH:15]3[CH2:16][CH:17]([CH2:18][CH:19]([CH2:20]1)[CH2:21]3)[CH2:22]2. The product is NC(CC(=O)O)C12CC3CC(CC(C3)C1)C2. Reactants: O=CC12CC3CC(CC(C3)C1)C2, CCO, CC(=O)[O-], [NH4+], O=C(O)CC(=O)O. Starting materials: CC(=O)O[BH-](OC(C)=O)OC(C)=O, COC(=O)c1cc(N)cc(N2CCCC2=O)c1, CCC=O, ClCCl, [Na+]. Yields the product CCCNc1cc(C(=O)OC)cc(N2CCCC2=O)c1. RXN SMILES: [C:18]([O:19][BH-:20]([O:21][C:22](=[O:23])[CH3:24])[O:25][C:26](=[O:27])[CH3:28])(=[O:29])[CH3:30].[CH3:1][O:2][C:3]([c:4]1[cH:5][c:6]([NH2:16])[cH:7][c:8]([N:10]2[C:11](=[O:15])[CH2:12][CH2:13][CH2:14]2)[cH:9]1)=[O:17].[CH:32]([CH2:33][CH3:34])=[O:35].[Cl:36][CH2:37][Cl:38].[Na+:31]>>[CH3:1][O:2][C:3]([c:4]1[cH:5][c:6]([NH:16][CH2:32][CH2:33][CH3:34])[cH:7][c:8]([N:10]2[C:11](=[O:15])[CH2:12][CH2:13][CH2:14]2)[cH:9]1)=[O:17]. Reactants: CO, C#CC(=O)Nc1ccc(-c2ccc(Cl)cc2)cc1, ClCCl, CC1(O)CCN(Cc2ccc(I)cc2)CC1. Yields the product CC1(O)CCN(Cc2ccc(C#CC(=O)Nc3ccc(-c4ccc(Cl)cc4)cc3)cc2)CC1. Reaction SMILES: [CH3:35][OH:36].[Cl:17][c:18]1[cH:19][cH:20][c:21](-[c:24]2[cH:25][cH:26][c:27]([NH:30][C:31]([C:32]#[CH:33])=[O:34])[cH:28][cH:29]2)[cH:22][cH:23]1.[Cl:37][CH2:38][Cl:39].[I:1][c:2]1[cH:3][cH:4][c:5]([CH2:6][N:7]2[CH2:8][CH2:9][C:10]([OH:13])([CH3:14])[CH2:11][CH2:12]2)[cH:15][cH:16]1>>[c:2]1([C:33]#[C:32][C:31]([NH:30][c:27]2[cH:26][cH:25][c:24](-[c:21]3[cH:20][cH:19][c:18]([Cl:17])[cH:23][cH:22]3)[cH:29][cH:28]2)=[O:34])[cH:3][cH:4][c:5]([CH2:6][N:7]2[CH2:8][CH2:9][C:10]([OH:13])([CH3:14])[CH2:11][CH2:12]2)[cH:15][cH:16]1. Reactants: [OH-].[Na+] (sodium hydroxide), OO (hydrogen peroxide), ClC1=CC=C(C=C1)C=1CCN(CC1)S(=O)(=O)C (4-(4-chlorophenyl)-1-(methylsulfonyl)-1,2,3,6-tetrahydropyridine). Run in [O-]S(=O)(=S)[O-].[Na+].[Na+] (Na2S2O3), CCOC(=O)C (EtOAc), C1CCOC1 (THF). Run at time 72 hour. Yields the product ClC1=CC=C(C=C1)C1C(CN(CC1)S(=O)(=O)C)O (4-(4-chlorophenyl)-1-(methylsulfonyl)piperidin-3-ol). RXN SMILES: [Cl:1][C:2]1[CH:7]=[CH:6][C:5]([C:8]2[CH2:9][CH2:10][N:11]([S:14]([CH3:17])(=[O:16])=[O:15])[CH2:12][CH:13]=2)=[CH:4][CH:3]=1.[OH-:18].[Na+].OO>C1COCC1.[O-]S([O-])(=S)=O.[Na+].[Na+].CCOC(C)=O>[Cl:1][C:2]1[CH:7]=[CH:6][C:5]([CH:8]2[CH2:9][CH2:10][N:11]([S:14]([CH3:17])(=[O:16])=[O:15])[CH2:12][CH:13]2[OH:18])=[CH:4][CH:3]=1 |f:1.2,5.6.7|. Reported procedure: 4-(4-chlorophenyl)-1-(methylsulfonyl)-1,2,3,6-tetrahydropyridine (654 mg, 2.407 mmol) was dissolved in THF (4.81 mL). Borane-THF complex (2.407 mL, 2.407 mmol) was added dropwise via syringe and the reaction was stirred 72 h at rt. Then sodium hydroxide (1.5 mL, 4.50 mmol) and hydrogen peroxide (1.2 mL, 11.75 mmol, 30% solution) were added. The reaction was stirred 2 h at rt, then diluted with saturated Na2S2O3 and EtOAc. The aqueous phase was extracted with EtOAc (×2) and the combined extracts ... The reactants are C(C1=CC=NC=C1)(=S)N (thioisonicotinamide), BrCC(=O)C1=CC=C(C(=O)OCC)C=C1 (ethyl 4-bromoacetylbenzoate). The product is Br.N1=CC=C(C=C1)C=1SC=C(N1)C1=CC=C(C(=O)OCC)C=C1 (ethyl 4-[2-(4-pyridyl)-4-thiazolyl]benzoate hydrobromide). The yield is 67.0%. RXN SMILES: [C:1]([NH2:9])(=[S:8])[C:2]1[CH:7]=[CH:6][N:5]=[CH:4][CH:3]=1.[Br:10][CH2:11][C:12]([C:14]1[CH:24]=[CH:23][C:17]([C:18]([O:20][CH2:21][CH3:22])=[O:19])=[CH:16][CH:15]=1)=O>>[BrH:10].[N:5]1[CH:6]=[CH:7][C:2]([C:1]2[S:8][CH:11]=[C:12]([C:14]3[CH:24]=[CH:23][C:17]([C:18]([O:20][CH2:21][CH3:22])=[O:19])=[CH:16][CH:15]=3)[N:9]=2)=[CH:3][CH:4]=1 |f:2.3|. Procedure details: In the same manner as in Example 28, thioisonicotinamide was reacted with ethyl 4-bromoacetylbenzoate to obtain ethyl 4-[2-(4-pyridyl)-4-thiazolyl]benzoate hydrobromide. The product was recrystallized from ethanol. Yield: 67%. Pale yellow prisms. Melting point: 248 to 250° C.